Dataset: the Open Reaction Database (ORD), a public repository of structured organic reaction records. Task: describe an organic reaction: reactants, conditions, products, and yield Starting materials: CC1=C(C(=CC(=C1)C(=O)O)C)C(=O)O (2,6-Dimethyl-1,4-benzenedicarboxylic acid), CO (methanol), S(O)(O)(=O)=O (sulfuric acid), O (water). Yields the product COC(=O)C1=CC(=C(C(=O)O)C(=C1)C)C (4-Methoxycarbonyl-2,6-dimethyl-benzoic acid). Reaction SMILES: [CH3:1][C:2]1[CH:7]=[C:6]([C:8]([OH:10])=[O:9])[CH:5]=[C:4]([CH3:11])[C:3]=1[C:12]([OH:14])=[O:13].S(=O)(=O)(O)O.O.[CH3:21]O>>[CH3:21][O:9][C:8]([C:6]1[CH:7]=[C:2]([CH3:1])[C:3]([C:12]([OH:14])=[O:13])=[C:4]([CH3:11])[CH:5]=1)=[O:10]. Procedure details: 2,6-Dimethyl-1,4-benzenedicarboxylic acid (from Preparation 7) (5.0 g, 26mmol) was suspended in methanol (40 mL), concentrated sulfuric acid (5 mL) was added, and the mixture was heated at reflux for 2 hours. The solution was cooled, and water was added to precipitate the product. Filtration, followed by washing with water (3×) and petroleum ether (3×), and drying at high vacuum gave 2.05 g of the product as a white powder, m.p. 191°-192° C. (ref. W. A. Noyes, cited above). Reactants: O (water), solution, B#B (diborane), FC(C=1C=CC2=C(NC(C3(CC3)O2)=O)C1)(F)F (3,4-dihydro-6-trifluoromethyl-3-oxo-2H-1,4-benzoxazine-2-spiro-cyclopropane). Run in O1CCCC1 (tetrahydrofuran), O1CCCC1 (tetrahydrofuran). Reaction conditions: time 4 hour. Yields the product FC(C=1C=CC2=C(NCC3(CC3)O2)C1)(F)F (3,4-Dihydro-6-trifluoromethyl-2H-1,4-benzoxazine-2-spiro-cyclopropane). Isolated yield 95.2%. RXN SMILES: B#B.[F:3][C:4]([F:19])([F:18])[C:5]1[CH:6]=[CH:7][C:8]2[O:15][C:12]3([CH2:14][CH2:13]3)[C:11](=O)[NH:10][C:9]=2[CH:17]=1.O>O1CCCC1>[F:19][C:4]([F:3])([F:18])[C:5]1[CH:6]=[CH:7][C:8]2[O:15][C:12]3([CH2:13][CH2:14]3)[CH2:11][NH:10][C:9]=2[CH:17]=1. Procedure: Under ice cooling, 1.1 ml of a 1M solution of diborane in tetrahydrofuran were added dropwise to a solution of 1.07 g of 3,4-dihydro-6-trifluoromethyl-3-oxo-2H-1,4-benzoxazine-2-spiro-cyclopropane in tetrahydrofuran, followed by stirring at room temperature for 4 hours. The reaction mixture was ice cooled, to which iced water was added, followed by stirring at room temperature for 15 minutes. The reaction mixture was extracted with ethyl ether and the extract was dried over magnesium sulfate. Th...